From a dataset of the Open Reaction Database (ORD), a public repository of structured organic reaction records. describe an organic reaction: reactants, conditions, products, and yield The reactants are NCCNC(=O)C1=NC(=C2N=CN(C2=N1)[C@H]1[C@@H]([C@@H]([C@H](C1)NC(CC)=O)O)O)NCC(C1=CC=CC=C1)C1=CC=CC=C1 (9-((1R,2S,3R,4S)-2,3-dihydroxy-4-propionylamino-cyclopentyl)-6-(2,2-diphenyl-ethylamino)-9H-purine-2-carboxylic acid (2-amino-ethyl)-amide), COC(=O)C1=NC(=C2N=CN(C2=N1)[C@H]1[C@@H]([C@@H]([C@H](C1)N(C(CC)=O)C(=O)OC(C)(C)C)O)O)NCC(C1=CC=CC=C1)C1=CC=CC=C1 (9-[(1R,2S,3R,4S)-4-(tert-butoxy-carbonyl-propionyl-amino)-2,3-dihydroxy-cyclopentyl]-6-(2,2-diphenyl-ethylamino)-9H-purine-2-carboxylic acid methyl ester). The product is C(C)(C)(C)OC(N[C@@H]1[C@H]([C@H]([C@@H](C1)N1C2=NC(=NC(=C2N=C1)NCC(C1=CC=CC=C1)C1=CC=CC=C1)C(NCCN)=O)O)O)=O ({(1S,2R,3S,4R)-4-[2-(2-Amino-ethylcarbamoyl)-6-(2,2-diphenyl-ethylamino)-purin-9-yl]-2,3-dihydroxy-cyclopentyl}-carbamic acid tert-butyl ester). As a reaction SMILES: [NH2:1][CH2:2][CH2:3][NH:4][C:5]([C:7]1[N:15]=[C:14]2[C:10]([N:11]=[CH:12][N:13]2[C@@H:16]2[CH2:20][C@H:19]([NH:21][C:22](=[O:25])CC)[C@@H:18]([OH:26])[C@H:17]2[OH:27])=[C:9]([NH:28][CH2:29][CH:30]([C:37]2[CH:42]=[CH:41][CH:40]=[CH:39][CH:38]=2)[C:31]2[CH:36]=[CH:35][CH:34]=[CH:33][CH:32]=2)[N:8]=1)=[O:6].COC(C1N=C2C(N=CN2[C@@H]2C[C@H](N(C([O:68][C:69]([CH3:72])([CH3:71])[CH3:70])=O)C(=O)CC)[C@@H](O)[C@H]2O)=C(NCC(C2C=CC=CC=2)C2C=CC=CC=2)N=1)=O>>[C:69]([O:68][C:22](=[O:25])[NH:21][C@H:19]1[CH2:20][C@@H:16]([N:13]2[CH:12]=[N:11][C:10]3[C:14]2=[N:15][C:7]([C:5](=[O:6])[NH:4][CH2:3][CH2:2][NH2:1])=[N:8][C:9]=3[NH:28][CH2:29][CH:30]([C:37]2[CH:42]=[CH:41][CH:40]=[CH:39][CH:38]=2)[C:31]2[CH:32]=[CH:33][CH:34]=[CH:35][CH:36]=2)[C@H:17]([OH:27])[C@@H:18]1[OH:26])([CH3:72])([CH3:71])[CH3:70]. Reported procedure: This compound is prepared analogously to 9-((1R,2S,3R,4S)-2,3-dihydroxy-4-propionylamino-cyclopentyl)-6-(2,2-diphenyl-ethylamino)-9H-purine-2-carboxylic acid (2-amino-ethyl)-amide by replacing 9-((1R,2S,3R,4S)-2,3-dihydroxy-4-propionylamino-cyclopentyl)-6-(2,2-diphenyl-ethylamino)-9H-purine-2-carboxylic acid methyl ester with 9-[(1R,2S,3R,4S)-4-(tert-butoxy-carbonyl-propionyl-amino)-2,3-dihydroxy-cyclopentyl]-6-(2,2-diphenyl-ethylamino)-9H-purine-2-carboxylic acid methyl ester. Reactants: COc1cc2cc(C(=O)OC(C)(C)C)c(N)cc2cc1OCc1ccccc1, COC(OC)N(C)C, Cc1ccccc1. Yields the product COc1cc2cc(C(=O)OC(C)(C)C)c(N=CN(C)C)cc2cc1OCc1ccccc1. As a reaction SMILES: [C:1]([CH3:2])([CH3:3])([CH3:4])[O:5][C:6](=[O:7])[c:8]1[cH:9][c:10]2[cH:11][c:12]([O:27][CH3:28])[c:13]([O:19][CH2:20][c:21]3[cH:22][cH:23][cH:24][cH:25][cH:26]3)[cH:14][c:15]2[cH:16][c:17]1[NH2:18].[CH3:29][O:30][CH:31]([N:32]([CH3:33])[CH3:34])[O:35][CH3:36].[CH3:37][c:38]1[cH:39][cH:40][cH:41][cH:42][cH:43]1>>[C:1]([CH3:2])([CH3:3])([CH3:4])[O:5][C:6](=[O:7])[c:8]1[cH:9][c:10]2[cH:11][c:12]([O:27][CH3:28])[c:13]([O:19][CH2:20][c:21]3[cH:22][cH:23][cH:24][cH:25][cH:26]3)[cH:14][c:15]2[cH:16][c:17]1[N:18]=[CH:31][N:32]([CH3:33])[CH3:34]. Starting materials: C(#N)C1=CC(=C(C=C1)C=1C=NN(C1O)C1=NC=C(C(=O)O)C=C1)C (6-(4-(4-cyano-2-methylphenyl)-5-hydroxy-1H-pyrazol-1-yl)nicotinic acid), O1C[C@H](CC1)N ((S)-tetrahydrofuran-3-amine). The product is C(#N)C1=CC(=C(C=C1)C=1C=NN(C1O)C1=NC=C(C(=O)N[C@@H]2COCC2)C=C1)C ((S)-6-(4-(4-cyano-2-methylphenyl)-5-hydroxy-1H-pyrazol-1-yl)-N-(tetrahydrofuran-3-yl)nicotinamide). As a reaction SMILES: [C:1]([C:3]1[CH:8]=[CH:7][C:6]([C:9]2[CH:10]=[N:11][N:12]([C:15]3[CH:23]=[CH:22][C:18]([C:19](O)=[O:20])=[CH:17][N:16]=3)[C:13]=2[OH:14])=[C:5]([CH3:24])[CH:4]=1)#[N:2].[O:25]1[CH2:29][CH2:28][C@H:27]([NH2:30])[CH2:26]1>>[C:1]([C:3]1[CH:8]=[CH:7][C:6]([C:9]2[CH:10]=[N:11][N:12]([C:15]3[CH:23]=[CH:22][C:18]([C:19]([NH:30][C@H:27]4[CH2:28][CH2:29][O:25][CH2:26]4)=[O:20])=[CH:17][N:16]=3)[C:13]=2[OH:14])=[C:5]([CH3:24])[CH:4]=1)#[N:2]. Reported procedure: The title compound was prepared in a manner similar to Example 112 using 6-(4-(4-cyano-2-methylphenyl)-5-hydroxy-1H-pyrazol-1-yl)nicotinic acid and (S)-tetrahydrofuran-3-amine. 1H NMR (400 MHz, DMSO-d6) δ ppm 1.84-2.02 (m, 1H) 2.09-2.27 (m, 1H) 2.43 (s, 3H) 3.63 (dd, J=8.84, 4.04 Hz, 1H) 3.73 (td, J=8.08, 5.81 Hz, 1H) 3.83-3.95 (m, 2H) 4.42-4.58 (m, 1H) 7.66 (d, J=7.83 Hz, 1H) 7.73 (s, 1H) 7.77 (br. s., 1H) 8.18 (br. s., 1H) 8.44 (d, J=6.82 Hz, 2H) 8.78 (d, J=6.32 Hz, 1H) 8.92 (s, 1H) 13.18 (br.... The reactants are teflon, C(C)(=O)N1CC(C2=CC=C(C=C12)N1C(N(C(C1=O)(C)C)CC1=CC=NC2=CC=CC=C12)=O)(C)C (3-(1-acetyl-3,3-dimethyl-2,3-dihydro-1H-indol-6-yl)-5,5-dimethyl-1-quinolin-4-ylmethyl-imidazolidine-2,4-dione), Cl (hydrochloric acid), solution. Run in O (water). Conditions: temperature 120 celsius, time 15 minute. Yields the product CC1(CNC2=CC(=CC=C12)N1C(N(C(C1=O)(C)C)CC1=CC=NC2=CC=CC=C12)=O)C (3-(3,3-Dimethyl-2,3-dihydro-1H-indol-6-yl)-5,5-dimethyl-1-quinolin-4-ylmethyl-imidazolidine-2,4-dione). RXN SMILES: C([N:4]1[C:12]2[C:7](=[CH:8][CH:9]=[C:10]([N:13]3[C:17](=[O:18])[C:16]([CH3:20])([CH3:19])[N:15]([CH2:21][C:22]4[C:31]5[C:26](=[CH:27][CH:28]=[CH:29][CH:30]=5)[N:25]=[CH:24][CH:23]=4)[C:14]3=[O:32])[CH:11]=2)[C:6]([CH3:34])([CH3:33])[CH2:5]1)(=O)C.Cl>O>[CH3:33][C:6]1([CH3:34])[C:7]2[C:12](=[CH:11][C:10]([N:13]3[C:17](=[O:18])[C:16]([CH3:19])([CH3:20])[N:15]([CH2:21][C:22]4[C:31]5[C:26](=[CH:27][CH:28]=[CH:29][CH:30]=5)[N:25]=[CH:24][CH:23]=4)[C:14]3=[O:32])=[CH:9][CH:8]=2)[NH:4][CH2:5]1. Procedure: 230 mg 3-(1-acetyl-3,3-dimethyl-2,3-dihydro-1H-indol-6-yl)-5,5-dimethyl-1-quinolin-4-ylmethyl-imidazolidine-2,4-dione were dissolved in 5 ml water and 5 ml of an aqueous 2 N solution of hydrochloric acid in a process vial. After sealing with a teflon septum the vial was placed in the microwave cavity and the reaction mixture was stirred for 15 minutes at 120° C. by microwave-assisted heating (Emrys Optimizer, Personal Chemistry). The solvent was removed under reduced pressure and the residue pur... The reactants are COc1ccc(C2=NN(C3CCNCC3)C(=O)C2(C)C)c2c1OC1(CCCC1)C2, Cc1ccc(OC(F)F)cc1C(=O)O. The product is COc1ccc(C2=NN(C3CCN(C(=O)c4cc(OC(F)F)ccc4C)CC3)C(=O)C2(C)C)c2c1OC1(CCCC1)C2. RXN SMILES: [CH3:1][O:2][c:3]1[cH:4][cH:5][c:6]([C:16]2=[N:20][N:19]([CH:21]3[CH2:22][CH2:23][NH:24][CH2:25][CH2:26]3)[C:18](=[O:27])[C:17]2([CH3:28])[CH3:29])[c:7]2[c:11]1[O:10][C:9]1([CH2:8]2)[CH2:12][CH2:13][CH2:14][CH2:15]1.[F:30][CH:31]([O:32][c:33]1[cH:34][cH:35][c:36]([CH3:42])[c:37]([C:38](=[O:39])[OH:40])[cH:41]1)[F:43]>>[CH3:1][O:2][c:3]1[cH:4][cH:5][c:6]([C:16]2=[N:20][N:19]([CH:21]3[CH2:22][CH2:23][N:24]([C:38]([c:37]4[c:36]([CH3:42])[cH:35][cH:34][c:33]([O:32][CH:31]([F:30])[F:43])[cH:41]4)=[O:39])[CH2:25][CH2:26]3)[C:18](=[O:27])[C:17]2([CH3:28])[CH3:29])[c:7]2[c:11]1[O:10][C:9]1([CH2:8]2)[CH2:12][CH2:13][CH2:14][CH2:15]1. Starting materials: COC(=O)COc1ccccc1NC1CCN(C(=O)OC(C)(C)C)CC1, CO, Cl, [Na+], [OH-]. The product is CC(C)(C)OC(=O)N1CCC(Nc2ccccc2OCC(=O)O)CC1. RXN SMILES: [C:1]([CH3:2])([CH3:3])([CH3:4])[O:5][C:6](=[O:7])[N:8]1[CH2:9][CH2:10][CH:11]([NH:14][c:15]2[c:16]([O:21][CH2:22][C:23](=[O:24])[O:25][CH3:26])[cH:17][cH:18][cH:19][cH:20]2)[CH2:12][CH2:13]1.[CH3:30][OH:31].[ClH:29].[Na+:28].[OH-:27]>>[C:1]([CH3:2])([CH3:3])([CH3:4])[O:5][C:6](=[O:7])[N:8]1[CH2:9][CH2:10][CH:11]([NH:14][c:15]2[c:16]([O:21][CH2:22][C:23](=[O:24])[OH:25])[cH:17][cH:18][cH:19][cH:20]2)[CH2:12][CH2:13]1.